Task: describe an organic reaction: reactants, conditions, products, and yield. Dataset: the Open Reaction Database (ORD), a public repository of structured organic reaction records Reactants: N1C[C@@H](CC1)NC(=O)C1=CNC2=C1N=CN=C2C2=C(C=CC=1OCOC12)OCCCC (4-(5-butoxy-benzo[1,3]dioxol-4-yl)-5H-pyrrolo[3,2-d]pyrimidine-7-carboxylic acid (R)-pyrrolidin-3-ylamide), C(CC)(=O)Cl (propionyl chloride). Reported procedure: Starting from 4-(5-butoxy-benzo[1,3]dioxol-4-yl)-5H-pyrrolo[3,2-d]pyrimidine-7-carboxylic acid (R)-pyrrolidin-3-ylamide (example A181) and propionyl chloride the title compound was obtained as colorless solid. RXN SMILES: [NH:1]1[CH2:5][CH2:4][C@@H:3]([NH:6][C:7]([C:9]2[C:13]3[N:14]=[CH:15][N:16]=[C:17]([C:18]4[C:26]5[O:25][CH2:24][O:23][C:22]=5[CH:21]=[CH:20][C:19]=4[O:27][CH2:28][CH2:29][CH2:30][CH3:31])[C:12]=3[NH:11][CH:10]=2)=[O:8])[CH2:2]1.[C:32](Cl)(=[O:35])[CH2:33][CH3:34]>>[C:32]([N:1]1[CH2:5][CH2:4][C@@H:3]([NH:6][C:7]([C:9]2[C:13]3[N:14]=[CH:15][N:16]=[C:17]([C:18]4[C:26]5[O:25][CH2:24][O:23][C:22]=5[CH:21]=[CH:20][C:19]=4[O:27][CH2:28][CH2:29][CH2:30][CH3:31])[C:12]=3[NH:11][CH:10]=2)=[O:8])[CH2:2]1)(=[O:35])[CH2:33][CH3:34]. Yields the product C(CC)(=O)N1C[C@@H](CC1)NC(=O)C1=CNC2=C1N=CN=C2C2=C(C=CC=1OCOC12)OCCCC (4-(5-Butoxy-benzo[1,3]dioxol-4-yl)-5H-pyrrolo[3,2-d]pyrimidine-7-carboxylic acid ((R)-1-propionyl-pyrrolidin-3-yl)-amide). Reactants: NCCCN (1,3-diaminopropane), C(C)(C)OC(C)C (isopropyl ether), FC(C(C(C(C(C(F)(F)F)(F)F)(F)F)(F)F)(F)F)(S(=O)(=O)F)F (perfluorohexyl sulfonyl fluoride). Run at temperature 50 celsius, time 3 hour. Product: NCCCNS(=O)(=O)C(C(C(C(C(C(F)(F)F)(F)F)(F)F)(F)F)(F)F)(F)F (N-(3 -aminopropyl)perfluorohexyl sulfonamide). Yield: 99.6%. As a reaction SMILES: [NH2:1][CH2:2][CH2:3][CH2:4][NH2:5].C(OC(C)C)(C)C.[F:13][C:14]([F:35])([S:31](F)(=[O:33])=[O:32])[C:15]([F:30])([F:29])[C:16]([F:28])([F:27])[C:17]([F:26])([F:25])[C:18]([F:24])([F:23])[C:19]([F:22])([F:21])[F:20]>>[NH2:1][CH2:2][CH2:3][CH2:4][NH:5][S:31]([C:14]([F:13])([F:35])[C:15]([F:29])([F:30])[C:16]([F:27])([F:28])[C:17]([F:25])([F:26])[C:18]([F:24])([F:23])[C:19]([F:22])([F:21])[F:20])(=[O:33])=[O:32]. Procedure details: 111 g (1.5 moles) of 1,3-diaminopropane and 300 g of fully dehydrated isopropyl ether were weighed in an atmosphere of nitrogen into a 2-liter three-necked round-bottomed flask equipped with a cooling condenser and stirrer. With sufficient stirring, 237 g (0.59 mole) of perfluorohexyl sulfonyl fluoride was added dropwise at room temperature from a dropping funnel. The mixture was stirred at 50° C. for 3 hours, and then the isopropyl ether was removed under reduced pressure. The oily residue was ... The reactants are C(C)(C)(C)OC(=O)N(C=1N=CC(=NC1C=1OC(=NN1)C1=CC=C(C=C1)CN(C)C(=O)OC(C)(C)C)N1C[C@H]2[C@H](C1)CCC2CS(=O)(=O)[O-])C(=O)OC(C)(C)C ([(3aR,6aS)-2-[5-[bis(tert-butoxycarbonyl)amino]-6-[5-[4-[[tert-butoxycarbonyl(methyl)amino]methyl]phenyl]-1,3,4-oxadiazol-2-yl]pyrazin-2-yl]-3,3a,4,5,6,6a-hexahydro-1H-cyclopenta[c]pyrrol-6-yl]methanesulfonate), [N-]=[N+]=[N-].[Na+] (sodium azide). The solvent is CN(C)C=O (DMF). Product: N(=[N+]=[N-])C1CC[C@@H]2[C@H]1CN(C2)C2=CN=C(C(=N2)C2=NN=C(O2)C2=CC=C(C=C2)CN(C(OC(C)(C)C)=O)C)N(C(=O)OC(C)(C)C)C(=O)OC(C)(C)C (tert-butyl N-[[4-[5-[6-[(3aR,6aS)-6-azido-3,3a,4,5,6,6a-hexahydro-1H-cyclopenta[c]pyrrol-2-yl]-3-[bis(tert-butoxycarbonyl)amino]pyrazin-2-yl]-1,3,4-oxadiazol-2-yl]phenyl]methyl]-N-methyl-carbamate). Isolated yield 94.3%. RXN SMILES: [C:1]([O:5][C:6]([N:8]([C:49]([O:51][C:52]([CH3:55])([CH3:54])[CH3:53])=[O:50])[C:9]1[N:10]=[CH:11][C:12]([N:36]2[CH2:40][C@@H:39]3[CH2:41][CH2:42][CH:43](CS([O-])(=O)=O)[C@H:38]3[CH2:37]2)=[N:13][C:14]=1[C:15]1[O:16][C:17]([C:20]2[CH:25]=[CH:24][C:23]([CH2:26][N:27]([C:29]([O:31][C:32]([CH3:35])([CH3:34])[CH3:33])=[O:30])[CH3:28])=[CH:22][CH:21]=2)=[N:18][N:19]=1)=[O:7])([CH3:4])([CH3:3])[CH3:2].[N-:56]=[N+:57]=[N-:58].[Na+]>CN(C=O)C>[N:56]([CH:43]1[C@@H:38]2[CH2:37][N:36]([C:12]3[N:13]=[C:14]([C:15]4[O:16][C:17]([C:20]5[CH:25]=[CH:24][C:23]([CH2:26][N:27]([CH3:28])[C:29](=[O:30])[O:31][C:32]([CH3:33])([CH3:35])[CH3:34])=[CH:22][CH:21]=5)=[N:18][N:19]=4)[C:9]([N:8]([C:49]([O:51][C:52]([CH3:54])([CH3:53])[CH3:55])=[O:50])[C:6]([O:5][C:1]([CH3:2])([CH3:4])[CH3:3])=[O:7])=[N:10][CH:11]=3)[CH2:40][C@@H:39]2[CH2:41][CH2:42]1)=[N+:57]=[N-:58] |f:1.2|. Procedure: A solution of [(3aR,6aS)-2-[5-[bis(tert-butoxycarbonyl)amino]-6-[5-[4-[[tert-butoxycarbonyl(methyl)amino]methyl]phenyl]-1,3,4-oxadiazol-2-yl]pyrazin-2-yl]-3,3a,4,5,6,6a-hexahydro-1H-cyclopenta[c]pyrrol-6-yl]methanesulfonate (460 mg, 0.58 mmol) and sodium azide (190 mg, 573 μL, 2.9 mmol) in DMF (4 mL) was heated at 70° C. for 48 h. The solvent was removed under reduced pressure and the residue was dissolved in EtOAc. The organic layer was washed with H2O, followed by washing with brine. The organ... The reactants are C1(CC1)C1=NC2=C(N1CC1=CC=C(C=C1)C=1C(=CC=CC1)C(=O)OC(C)(C)C)C=C(C=C2C)C=2N=CN(C2)CCOC (tert. butyl 4'-[(2-cyclopropyl-4-methyl-6-(1-(2-methoxyethyl)-imidazol-4-yl)-benzimidazol-1-yl)-methyl]-biphenyl-2-carboxylate), FC(C(=O)O)(F)F (trifluoroacetic acid). Solvent: C(Cl)Cl (methylene chloride). The product is C1(CC1)C1=NC2=C(N1CC1=CC=C(C=C1)C=1C(=CC=CC1)C(=O)O)C=C(C=C2C)C=2N=CN(C2)CCOC (4'-[(2-Cyclopropyl-4-methyl-6-(1-(2-methoxyethyl)-imidazol-4-yl)-benzimidazol-1-yl)-methyl]-biphenyl-2-carboxylic Acid). Reaction SMILES: [CH:1]1([C:4]2[N:8]([CH2:9][C:10]3[CH:15]=[CH:14][C:13]([C:16]4[C:17]([C:22]([O:24]C(C)(C)C)=[O:23])=[CH:18][CH:19]=[CH:20][CH:21]=4)=[CH:12][CH:11]=3)[C:7]3[CH:29]=[C:30]([C:34]4[N:35]=[CH:36][N:37]([CH2:39][CH2:40][O:41][CH3:42])[CH:38]=4)[CH:31]=[C:32]([CH3:33])[C:6]=3[N:5]=2)[CH2:3][CH2:2]1.FC(F)(F)C(O)=O>C(Cl)Cl>[CH:1]1([C:4]2[N:8]([CH2:9][C:10]3[CH:15]=[CH:14][C:13]([C:16]4[C:17]([C:22]([OH:24])=[O:23])=[CH:18][CH:19]=[CH:20][CH:21]=4)=[CH:12][CH:11]=3)[C:7]3[CH:29]=[C:30]([C:34]4[N:35]=[CH:36][N:37]([CH2:39][CH2:40][O:41][CH3:42])[CH:38]=4)[CH:31]=[C:32]([CH3:33])[C:6]=3[N:5]=2)[CH2:3][CH2:2]1. Reported procedure: Prepared analogously to Example 88 from tert. butyl 4'-[(2-cyclopropyl-4-methyl-6-(1-(2-methoxyethyl)-imidazol-4-yl)-benzimidazol-1-yl)-methyl]-biphenyl-2-carboxylate and trifluoroacetic acid in methylene chloride. Conditions: time 24 hour. Procedure: Add pyridinium chlorochromate (561.6 g, 2.61 mol) to N-(4-hydroxycyclohexyl)isobutyramide (321.8 g, 1.74 mol) in CH2Cl2 (8000 mL) and stir mechanically for 24 h under nitrogen. Add silica gel (2000 g), stir, and filter through a silica pad (6000 g). Elute with CH2Cl2 followed by 75-100% EtOAc/hexanes to obtain 210 g of a light brown solid (66%/o). MS (ES): m/z 184 (M+1); 1H NMR(DMSO-d6): δ 5.54 (br s, NH), 4.27 (septet, 1H), 2.20-2.60 (m, 7H), 1.78 (m, 2H), 1.15 (d, 6H). The solvent is C(Cl)Cl (CH2Cl2). The product is O=C1CCC(CC1)NC(C(C)C)=O (N-(4-Oxocyclohexyl)isobutyramide). Reaction SMILES: [Cr](Cl)([O-])(=O)=O.[NH+]1C=CC=CC=1.[OH:12][CH:13]1[CH2:18][CH2:17][CH:16]([NH:19][C:20](=[O:24])[CH:21]([CH3:23])[CH3:22])[CH2:15][CH2:14]1>C(Cl)Cl>[O:12]=[C:13]1[CH2:14][CH2:15][CH:16]([NH:19][C:20](=[O:24])[CH:21]([CH3:22])[CH3:23])[CH2:17][CH2:18]1 |f:0.1|. The reactants are [Cr](=O)(=O)([O-])Cl.[NH+]1=CC=CC=C1 (pyridinium chlorochromate), OC1CCC(CC1)NC(C(C)C)=O (N-(4-hydroxycyclohexyl)isobutyramide). The yield is 65.9%. Procedure details: A mixture of 52.5 parts of α-methyl-3-pyridinemethanamine, 84.5 parts of 1,4-dichloro-2-nitrobenzene, 53 parts of sodium carbonate and 320 parts of 1-butanol is stirred and refluxed for 72 hours. The reaction mixture is evaporated and water is added to the residue. The oily product is extracted with methylbenzene. The extract is dried, filtered and evaporated. The residue is converted into the hydrochloride salt in 2,2'-oxybispropane, 4-methyl-2-pentanone and 2-propanol. The oily salt is separat... Reactants: 52.5, CC(N)C=1C=NC=CC1 (α-methyl-3-pyridinemethanamine), ClC1=C(C=C(C=C1)Cl)[N+](=O)[O-] (1,4-dichloro-2-nitrobenzene), C([O-])([O-])=O.[Na+].[Na+] (sodium carbonate). RXN SMILES: [CH3:1][CH:2]([C:4]1[CH:5]=[N:6][CH:7]=[CH:8][CH:9]=1)[NH2:3].[Cl:10][C:11]1[CH:16]=[CH:15][C:14]([Cl:17])=[CH:13][C:12]=1[N+:18]([O-:20])=[O:19].C(=O)([O-])[O-].[Na+].[Na+]>C(O)CCC>[ClH:10].[Cl:17][C:14]1[CH:15]=[CH:16][C:11]([NH:3][CH:2]([CH3:1])[C:4]2[CH:5]=[N:6][CH:7]=[CH:8][CH:9]=2)=[C:12]([N+:18]([O-:20])=[O:19])[CH:13]=1 |f:2.3.4,6.7|. Run in C(CCC)O (1-butanol). Yield: 34.0%. Yields the product 46, Cl.ClC1=CC(=C(C=C1)NC(C=1C=NC=CC1)C)[N+](=O)[O-] (N-(4-chloro-2-nitrophenyl)-α-methyl-3-pyridinemethanamine monohydrochloride). The reactants are FC=1C=C(C=CC1F)NCC(=O)NC=1C(=C(C(=O)OC)C=CC1)C (3-[2-(3,4-Difluorophenylamino)-acetylamino]-2-methylbenzoic acid, methyl ester), O.[OH-].[Li+] (lithium hydroxide monohydrate). Run in CO (methanol), O (water). The product is FC=1C=C(C=CC1F)NCC(=O)NC=1C(=C(C(=O)O)C=CC1)C (3-[2-(3,4-Difluorophenylamino)-acetylamino]-2-methylbenzoic acid). RXN SMILES: [F:1][C:2]1[CH:3]=[C:4]([NH:9][CH2:10][C:11]([NH:13][C:14]2[C:15]([CH3:24])=[C:16]([CH:21]=[CH:22][CH:23]=2)[C:17]([O:19]C)=[O:18])=[O:12])[CH:5]=[CH:6][C:7]=1[F:8].O.[OH-].[Li+]>CO.O>[F:1][C:2]1[CH:3]=[C:4]([NH:9][CH2:10][C:11]([NH:13][C:14]2[C:15]([CH3:24])=[C:16]([CH:21]=[CH:22][CH:23]=2)[C:17]([OH:19])=[O:18])=[O:12])[CH:5]=[CH:6][C:7]=1[F:8] |f:1.2.3|. Procedure details: A mixture of the product from step (c) (1.33 g) and lithium hydroxide monohydrate (0.84 g) in methanol (120 ml) and water (25 ml) was heated at reflux for 2 hours, cooled and concentrated in vacuo. The residual aqueous solution was acidified with glacial acetic acid and extracted with ethyl acetate. The combined extracts were washed with water and brine, dried (MgSO4) and evaporated to give a cream solid. Yield 1.27 g. The reactants are CC1=C(C=C(C=C1)C(NC1=CC(=CC=C1)C(F)(F)F)=O)NC(=O)C1=CSC2=C1N=CN=C2S(=O)C (N-(2-methyl-5-(3-(trifluoromethyl)phenylcarbamoyl)phenyl)-4-(methylsulfinyl)thieno[3,2-d]pyrimidine-7-carboxamide), Cl.CN (methylamine hydrochloride). The product is CC1=C(C=C(C=C1)C(NC1=CC(=CC=C1)C(F)(F)F)=O)NC(=O)C1=CSC2=C1N=CN=C2NC (N-(2-methyl-5-(3-(trifluoromethyl)phenylcarbamoyl)phenyl)-4-(methylamino)thieno[3,2-d]pyrimidine-7-carboxamide). As a reaction SMILES: [CH3:1][C:2]1[CH:7]=[CH:6][C:5]([C:8](=[O:20])[NH:9][C:10]2[CH:15]=[CH:14][CH:13]=[C:12]([C:16]([F:19])([F:18])[F:17])[CH:11]=2)=[CH:4][C:3]=1[NH:21][C:22]([C:24]1[C:28]2[N:29]=[CH:30][N:31]=[C:32](S(C)=O)[C:27]=2[S:26][CH:25]=1)=[O:23].Cl.[CH3:37][NH2:38]>>[CH3:1][C:2]1[CH:7]=[CH:6][C:5]([C:8](=[O:20])[NH:9][C:10]2[CH:15]=[CH:14][CH:13]=[C:12]([C:16]([F:17])([F:18])[F:19])[CH:11]=2)=[CH:4][C:3]=1[NH:21][C:22]([C:24]1[C:28]2[N:29]=[CH:30][N:31]=[C:32]([NH:38][CH3:37])[C:27]=2[S:26][CH:25]=1)=[O:23] |f:1.2|. Procedure details: The procedure of Step 3 of Example 13 was repeated except for using the compound obtained in Step 2 of Example 13 and methylamine hydrochloride to obtain the title compound (see Table 1). Reactants: CC#N, ClC(Cl)Cl, Clc1ccc2nc(Cl)cn2c1, O=C1CCC(=O)N1I. Yields the product Clc1ccc2nc(Cl)c(I)n2c1. Reaction SMILES: [CH3:24][C:25]#[N:26].[CH:20]([Cl:21])([Cl:22])[Cl:23].[Cl:1][c:2]1[n:3][c:4]2[n:5]([cH:6][c:7]([Cl:10])[cH:8][cH:9]2)[cH:11]1.[I:12][N:13]1[C:14](=[O:15])[CH2:16][CH2:17][C:18]1=[O:19]>>[Cl:1][c:2]1[n:3][c:4]2[n:5]([cH:6][c:7]([Cl:10])[cH:8][cH:9]2)[c:11]1[I:12]. Starting materials: Cl.Cl.COC(=O)[C@@H]1[C@H]2CC[C@@H](C[C@@H]1C1=CC(=C(C=C1)N)I)N2C (3β-[3'-Iodo-4'-aminophenyl]tropan-2β-carboxylic Acid Methyl Ester Dihydrochloride), N(=O)[O-].[Na+] (NaNO2), [N-]=[N+]=[N-].[Na+] (NaN3), Cl (HCl). The solvent is CC(=O)O (AcOH), O (H2O). Run at temperature 0 celsius, time 30 minute. The product is Cl.COC(=O)[C@@H]1[C@H]2CC[C@@H](C[C@@H]1C1=CC(=C(C=C1)N=[N+]=[N-])I)N2C (3β-[3'-Iodo-4'-azidophenyl]tropan-2β-carboxylic Acid Methyl Ester Hydrochloride). The yield is 72.7%. RXN SMILES: [ClH:1].Cl.[CH3:3][O:4][C:5]([C@H:7]1[C@@H:13]([C:14]2[CH:19]=[CH:18][C:17]([NH2:20])=[C:16]([I:21])[CH:15]=2)[CH2:12][C@H:11]2[N:22]([CH3:23])[C@@H:8]1[CH2:9][CH2:10]2)=[O:6].N([O-])=O.[Na+].[N-:28]=[N+:29]=[N-].[Na+].Cl>CC(O)=O.O>[ClH:1].[CH3:3][O:4][C:5]([C@H:7]1[C@@H:13]([C:14]2[CH:19]=[CH:18][C:17]([N:20]=[N+:28]=[N-:29])=[C:16]([I:21])[CH:15]=2)[CH2:12][C@H:11]2[N:22]([CH3:23])[C@@H:8]1[CH2:9][CH2:10]2)=[O:6] |f:0.1.2,3.4,5.6,10.11|. Procedure: To a solution of 3β-[3'-iodo-4'-aminophenyl]tropan-2β-carboxylic acid methyl ester dihydrochloride (1a) (90 mg, 0.1902 retool) in 1 mL of AcOH (3M) was added an aqueous solution of NaNO2 (17.3 mg, 0.2661 mmol, in 0.5 mL of H2O) at 0° C. After 30 min at this temperature NaN3 (19 mg, 0.2754 mmol) in 0.5 mL of H2O was added dropwise to the reaction mixture and stirred for 30 min at 0° C. then 30 min at room temperature. After removal of all solvent by evaporation, the residue was dissolved in CHCl3...